From a dataset of the Open Reaction Database (ORD), a public repository of structured organic reaction records. describe an organic reaction: reactants, conditions, products, and yield As a reaction SMILES: [CH2:1]([O:2][C:3](=[O:4])[N:11]1[CH:12]([C:16](=[O:17])[N:18]2[CH2:19][CH2:20][CH2:21][CH2:22]2)[CH2:13][CH2:14][CH2:15]1)[c:5]1[cH:6][cH:7][cH:8][cH:9][cH:10]1.[CH3:23][OH:24]>>[NH:11]1[CH:12]([C:16](=[O:17])[N:18]2[CH2:19][CH2:20][CH2:21][CH2:22]2)[CH2:13][CH2:14][CH2:15]1. Yields the product O=C(C1CCCN1)N1CCCC1. Reactants: O=C(C1CCCN1C(=O)OCc1ccccc1)N1CCCC1, CO.